Dataset: the Open Reaction Database (ORD), a public repository of structured organic reaction records. Task: describe an organic reaction: reactants, conditions, products, and yield Reactants: C1(=CC=CC=C1)CS(=O)(=O)C=1C=C2CC(NC2=CC1)=O (5-phenylmethanesulfonyl-1,3-dihydro-indol-2-one), C1(CC1)NC[C@H]1N(CCC1)C(=O)C=1C(=C(NC1C)C=O)C (4-((S)-2-cyclopropylaminomethyl-pyrrolidine-1-carbonyl)-3,5-dimethyl-1H-pyrrole-2-carbaldehyde). Reagents/catalysts: N1CCCCC1 (piperidine). Solvent: C(C)O (ethanol). Run at time 4 hour. Yields the product C1(CC1)NC[C@H]1N(CCC1)C(=O)C=1C(=C(NC1C)\C=C\1/C(NC2=CC=C(C=C12)S(=O)(=O)CC1=CC=CC=C1)=O)C (3-[1-[4-((S)-2-Cyclopropylaminomethyl-pyrrolidine-1-carbonyl)-3,5-dimethyl-1H-pyrrol-2-yl]-meth-(Z)-ylidene]-5-phenylmethanesulfonyl-1,3-dihydro-indol-2-one). RXN SMILES: [C:1]1([CH2:7][S:8]([C:11]2[CH:12]=[C:13]3[C:17](=[CH:18][CH:19]=2)[NH:16][C:15](=[O:20])[CH2:14]3)(=[O:10])=[O:9])[CH:6]=[CH:5][CH:4]=[CH:3][CH:2]=1.[CH:21]1([NH:24][CH2:25][C@@H:26]2[CH2:30][CH2:29][CH2:28][N:27]2[C:31]([C:33]2[C:34]([CH3:41])=[C:35]([CH:39]=O)[NH:36][C:37]=2[CH3:38])=[O:32])[CH2:23][CH2:22]1>N1CCCCC1.C(O)C>[CH:21]1([NH:24][CH2:25][C@@H:26]2[CH2:30][CH2:29][CH2:28][N:27]2[C:31]([C:33]2[C:34]([CH3:41])=[C:35](/[CH:39]=[C:14]3\[C:15](=[O:20])[NH:16][C:17]4[C:13]\3=[CH:12][C:11]([S:8]([CH2:7][C:1]3[CH:2]=[CH:3][CH:4]=[CH:5][CH:6]=3)(=[O:10])=[O:9])=[CH:19][CH:18]=4)[NH:36][C:37]=2[CH3:38])=[O:32])[CH2:22][CH2:23]1. Reported procedure: A mixture of 5-phenylmethanesulfonyl-1,3-dihydro-indol-2-one (27 mg), 4-((S)-2-cyclopropylaminomethyl-pyrrolidine-1-carbonyl)-3,5-dimethyl-1H-pyrrole-2-carbaldehyde (25 mg) and piperidine (1 drop) in ethanol (2mL) was stirred at rt for 4 hours, the precipitate was collected by vacuum filtration and purified on a silica gel column to give the titled compound.